Dataset: the Open Reaction Database (ORD), a public repository of structured organic reaction records. Task: describe an organic reaction: reactants, conditions, products, and yield The reactants are Br.ClC=1C=CC=2N(N1)C(=NN2)N (6-chloro-[1,2,4]triazolo[4,3-b]pyridazin-3-ylamine hydrobromide), [O-]C1=CC=CC=C1.[Na+] (sodium phenoxide), O (water). Run in CN1CCCC1=O (NMP). Reaction conditions: time 1 hour. Product: O(C1=CC=CC=C1)C=1C=CC=2N(N1)C(=NN2)N (6-Phenoxy-[1,2,4]triazolo[4,3-b]pyridazin-3-ylamine). Yield: 20.9%. Reaction SMILES: Br.Cl[C:3]1[CH:4]=[CH:5][C:6]2[N:7]([C:9]([NH2:12])=[N:10][N:11]=2)[N:8]=1.[O-:13][C:14]1[CH:19]=[CH:18][CH:17]=[CH:16][CH:15]=1.[Na+].O>CN1C(=O)CCC1>[O:13]([C:3]1[CH:4]=[CH:5][C:6]2[N:7]([C:9]([NH2:12])=[N:10][N:11]=2)[N:8]=1)[C:14]1[CH:19]=[CH:18][CH:17]=[CH:16][CH:15]=1 |f:0.1,2.3|. Procedure: 6-Chloro-[1,2,4]triazolo[4,3-b]pyridazin-3-ylamine hydrobromide (W2.001; 200 mg) were initially charged dissolved in NMP (4 ml). Thereafter, sodium phenoxide (185 mg) was introduced at RT. After stirring at RT for one hour, the reaction was completed by heating to 55° C. for 2 h. Subsequently, the mixture was admixed with water and extracted three times with dichloromethane. The combined organic phases were dried over sodium sulfate and, after the desiccant had been filtered off, dried under red... Starting materials: BrC=1C(=NSC1N([C@@H](CC(C)C)C(=O)OC)C(=O)OCC(Cl)(Cl)Cl)C (methyl N-(4-bromo-3-methylisothiazol-5-yl)-N-[(2,2,2-trichloroethoxy)carbonyl]-L-leucinate). Reagents/catalysts: [Zn] (zinc). Run in TBF, CC(=O)O (AcOH). Reaction conditions: time 2 hour. The product is BrC=1C(=NSC1N[C@@H](CC(C)C)C(=O)OC)C (methyl N-(4-bromo-3-methylisothiazol-5-yl)-L-leucinate). Reaction SMILES: [Br:1][C:2]1[C:3]([CH3:25])=[N:4][S:5][C:6]=1[N:7](C(OCC(Cl)(Cl)Cl)=O)[C@H:8]([C:13]([O:15][CH3:16])=[O:14])[CH2:9][CH:10]([CH3:12])[CH3:11]>CC(O)=O.[Zn]>[Br:1][C:2]1[C:3]([CH3:25])=[N:4][S:5][C:6]=1[NH:7][C@H:8]([C:13]([O:15][CH3:16])=[O:14])[CH2:9][CH:10]([CH3:12])[CH3:11]. Procedure details: To a solution of methyl N-(4-bromo-3-methylisothiazol-5-yl)-N-[(2,2,2-trichloroethoxy)carbonyl]-L-leucinate (24.2 g, 48.8 mmol) in TBF (350 mL) and AcOH (90 mL) was added zinc dust (18.0 g, 275 mmol). The resulting grey suspension was sonicated for 30 min and then stirred at room temperature for 2 h. The reaction mixture was filtered on a pad of celite and concentrated in vacuo. The resulting residue was partitioned between EtOAc and water. The organic layer was dried over Na2SO4 and concentrate...